This data is from the Open Reaction Database (ORD), a public repository of structured organic reaction records. The task is: describe an organic reaction: reactants, conditions, products, and yield RXN SMILES: [C:21](=[O:22])([O:23][CH2:24][CH2:25][CH3:26])[c:27]1[o:28][c:29]2[c:30]([c:31](=[O:33])[cH:32]1)[c:34]([OH:39])[c:35]([Cl:38])[cH:36][cH:37]2.[CH3:42][C:43](=[O:44])[CH3:45].[CH3:46][N:47]([CH3:48])[CH:49]=[O:50].[Cl:1][CH2:2][c:3]1[cH:4][cH:5][c:6]([O:7][CH2:8][c:9]2[n:10][c:11]3[cH:12][cH:13][cH:14][cH:15][c:16]3[cH:17][cH:18]2)[cH:19][cH:20]1.[I-:41].[K+:40]>>[CH2:2]([c:3]1[cH:4][cH:5][c:6]([O:7][CH2:8][c:9]2[n:10][c:11]3[cH:12][cH:13][cH:14][cH:15][c:16]3[cH:17][cH:18]2)[cH:19][cH:20]1)[O:39][c:34]1[c:30]2[c:29]([o:28][c:27]([C:21](=[O:22])[O:23][CH2:24][CH2:25][CH3:26])[cH:32][c:31]2=[O:33])[cH:37][cH:36][c:35]1[Cl:38]. Starting materials: CCCOC(=O)c1cc(=O)c2c(O)c(Cl)ccc2o1, CC(C)=O, CN(C)C=O, ClCc1ccc(OCc2ccc3ccccc3n2)cc1, [I-], [K+]. Yields the product CCCOC(=O)c1cc(=O)c2c(OCc3ccc(OCc4ccc5ccccc5n4)cc3)c(Cl)ccc2o1. The reactants are Cc1ccc(Oc2ccc(Nc3ncnc4[nH]nc(OCCCl)c34)cc2C)cn1, OCC1CCCN1. Product: Cc1ccc(Oc2ccc(Nc3ncnc4[nH]nc(OCCN5CCCC5CO)c34)cc2C)cn1. RXN SMILES: [Cl:1][CH2:2][CH2:3][O:4][c:5]1[n:6][nH:7][c:8]2[n:9][cH:10][n:11][c:12]([NH:14][c:15]3[cH:16][c:17]([CH3:29])[c:18]([O:21][c:22]4[cH:23][n:24][c:25]([CH3:28])[cH:26][cH:27]4)[cH:19][cH:20]3)[c:13]12.[NH:30]1[CH:31]([CH2:35][OH:36])[CH2:32][CH2:33][CH2:34]1>>[CH2:2]([CH2:3][O:4][c:5]1[n:6][nH:7][c:8]2[n:9][cH:10][n:11][c:12]([NH:14][c:15]3[cH:16][c:17]([CH3:29])[c:18]([O:21][c:22]4[cH:23][n:24][c:25]([CH3:28])[cH:26][cH:27]4)[cH:19][cH:20]3)[c:13]12)[N:30]1[CH:31]([CH2:35][OH:36])[CH2:32][CH2:33][CH2:34]1. Starting materials: BrC=1C=C2C(=NC1C=O)N=C(N2)CCCC (6-bromo-2-butyl-5-formyl-1H-imidazo[4,5-b]pyridine), Cl.CO (HCl MeOH), C(=O)(O)[O-].[Na+] (NaHCO3). The product is BrC=1C=C2C(=NC1C(OC)OC)N=C(N2)CCCC (6-bromo-2-butyl-5-dimethoxymethyl-1H-imidazo[4,5-b]pyridine). Yield: 92.0%. As a reaction SMILES: [Br:1][C:2]1[CH:3]=[C:4]2[NH:12][C:11]([CH2:13][CH2:14][CH2:15][CH3:16])=[N:10][C:5]2=[N:6][C:7]=1[CH:8]=[O:9].[C:17]([O-:20])(O)=O.[Na+].Cl.[CH3:23]O>>[Br:1][C:2]1[CH:3]=[C:4]2[NH:12][C:11]([CH2:13][CH2:14][CH2:15][CH3:16])=[N:10][C:5]2=[N:6][C:7]=1[CH:8]([O:20][CH3:17])[O:9][CH3:23] |f:1.2,3.4|. Procedure details: 0.57 g (2.02 mmole) of the compound obtained in step 7 was dissolved in 5 ml of 3% HCl/MeOH and heated to reflux for 30 minutes. The reaction solution was cooled and thereto was added saturated NaHCO3 solution. The resultant was extracted with ethyl acetate. The organic layer was dried over Na2SO4, concentrated under reduced pressure and purified with column chromatography (hexane:ethyl acetate=1:1) to obtain 0.61 g of the title compound (yield 92%). Run at temperature -25 celsius, time 4 hour. Procedure details: A solution of 2-naphthylmagnesium bromide in tetrahydrofuran (0.5 M, 8.26 mL, 4.13 mmol) (Aldrich) was added dropwise with magnetic stirring to a suspension of 6-chloroisatin (0.3 g, 1.67 mmol) in tetrahydrofuran (10 mL) with cooling in a −25° C. bath at such a rate that reaction temperature was kept below −10° C. Cooling bath was then removed and mixture was allowed to warm to room temperature. After stirring for an additional 4 hours, 15% aqueous ammonium chloride solution was added and mixtur... The reactants are ClC1=CC=C2C(C(NC2=C1)=O)=O (6-chloroisatin), C1=C(C=CC2=CC=CC=C12)[Mg]Br (2-naphthylmagnesium bromide). Product: ClC1=CC=C2C(C(NC2=C1)=O)(C1=CC2=CC=CC=C2C=C1)O (rac-6-chloro-3-hydroxy-3-naphthalen-2-yl-1,3-dihydro-indol-2-one). The solvent is O1CCCC1 (tetrahydrofuran), O1CCCC1 (tetrahydrofuran). RXN SMILES: [CH:1]1[C:10]2[C:5](=[CH:6][CH:7]=[CH:8][CH:9]=2)[CH:4]=[CH:3][C:2]=1[Mg]Br.[Cl:13][C:14]1[CH:22]=[C:21]2[C:17]([C:18](=[O:24])[C:19](=[O:23])[NH:20]2)=[CH:16][CH:15]=1>O1CCCC1>[Cl:13][C:14]1[CH:22]=[C:21]2[C:17]([C:18]([OH:24])([C:2]3[CH:3]=[CH:4][C:5]4[C:10](=[CH:9][CH:8]=[CH:7][CH:6]=4)[CH:1]=3)[C:19](=[O:23])[NH:20]2)=[CH:16][CH:15]=1. Procedure details: To a cooled solution of tert-butyl 4-(3-((1-(5-chloro-3-((1-(4-(methoxycarbonyl)phenyl)cyclopropyl)carbamoyl)pyridin-2-yl)azetidin-3-yl)oxy)phenyl)piperazine-1-carboxylate (130 mg, 0.196 mmol) in dichloromethane (1 ml) a mixture trifluoroacetic acid/dichloromethane (3 ml/1 ml) was added and the resulting mixture stirred for 15 min. Solvents were evaporated in vacuo to afford a residue that was loaded on SPE-SCX (5 g) cartridge. Ammonia fractions after solvent evaporation afforded the title compo... The solvent is ClCCl (dichloromethane). Starting materials: ClC=1C=C(C(=NC1)N1CC(C1)OC=1C=C(C=CC1)N1CCN(CC1)C(=O)OC(C)(C)C)C(NC1(CC1)C1=CC=C(C=C1)C(=O)OC)=O (tert-butyl 4-(3-((1-(5-chloro-3-((1-(4-(methoxycarbonyl)phenyl)cyclopropyl)carbamoyl)pyridin-2-yl)azetidin-3-yl)oxy)phenyl)piperazine-1-carboxylate), FC(C(=O)O)(F)F.ClCCl (trifluoroacetic acid dichloromethane). The product is ClC=1C=NC(=C(C(=O)NC2(CC2)C2=CC=C(C(=O)OC)C=C2)C1)N1CC(C1)OC1=CC(=CC=C1)N1CCNCC1 (methyl 4-(1-(5-chloro-2-(3-(3-(piperazin-1-yl)phenoxy)azetidin-1-yl)nicotinamido)cyclopropyl)benzoate). Yield: 95.3%. RXN SMILES: [Cl:1][C:2]1[CH:3]=[C:4]([C:32](=[O:47])[NH:33][C:34]2([C:37]3[CH:42]=[CH:41][C:40]([C:43]([O:45][CH3:46])=[O:44])=[CH:39][CH:38]=3)[CH2:36][CH2:35]2)[C:5]([N:8]2[CH2:11][CH:10]([O:12][C:13]3[CH:14]=[C:15]([N:19]4[CH2:24][CH2:23][N:22](C(OC(C)(C)C)=O)[CH2:21][CH2:20]4)[CH:16]=[CH:17][CH:18]=3)[CH2:9]2)=[N:6][CH:7]=1.FC(F)(F)C(O)=O.ClCCl>ClCCl>[Cl:1][C:2]1[CH:7]=[N:6][C:5]([N:8]2[CH2:11][CH:10]([O:12][C:13]3[CH:18]=[CH:17][CH:16]=[C:15]([N:19]4[CH2:24][CH2:23][NH:22][CH2:21][CH2:20]4)[CH:14]=3)[CH2:9]2)=[C:4]([CH:3]=1)[C:32]([NH:33][C:34]1([C:37]2[CH:42]=[CH:41][C:40]([C:43]([O:45][CH3:46])=[O:44])=[CH:39][CH:38]=2)[CH2:36][CH2:35]1)=[O:47] |f:1.2|. Conditions: time 15 minute. Reactants: C(=O)([O-])[O-].[Cs+].[Cs+] (Cs2CO3), [I-].[I-].[I-].NC=1C=CC2=NC3=CC=CC=C3[S+]=C2C1.NC=1C=CC2=NC3=CC=CC=C3[S+]=C2C1.NC=1C=CC2=NC3=CC=CC=C3[S+]=C2C1 (3-aminophenothiazin-5-ium triiodide), CN(C)C=O (DMF), N1CCCC1 (pyrrolidine). Reaction conditions: time 48 hour. Product: [I-].COCCN(C=1C=CC2=NC3=CC=C(C=C3[S+]=C2C1)N1CCCC1)CCOC (3-(bis(2-methoxyethyl)amino)-7-(pyrrolidin-1-yl)phenothiazin-5-ium iodide). RXN SMILES: [I-:1].[I-].[I-].[NH2:4][C:5]1[CH:6]=[CH:7][C:8]2[C:17]([CH:18]=1)=[S+:16][C:15]1[C:10](=[CH:11][CH:12]=[CH:13][CH:14]=1)[N:9]=2.NC1C=CC2C(C=1)=[S+][C:30]1[C:25](=CC=[CH:28][CH:29]=1)[N:24]=2.NC1C=CC2[C:47]([CH:48]=1)=[S+]C1C(=CC=CC=1)N=2.[C:49]([O-:52])([O-])=O.[Cs+].[Cs+].N1[CH2:59][CH2:58]CC1.CN([CH:63]=[O:64])C>>[I-:1].[CH3:63][O:64][CH2:58][CH2:59][N:4]([CH2:47][CH2:48][O:52][CH3:49])[C:5]1[CH:6]=[CH:7][C:8]2[C:17]([CH:18]=1)=[S+:16][C:15]1[C:10](=[CH:11][CH:12]=[C:13]([N:24]3[CH2:25][CH2:30][CH2:29][CH2:28]3)[CH:14]=1)[N:9]=2 |f:0.1.2.3.4.5,6.7.8,11.12|. Procedure details: The 3-aminophenothiazin-5-ium triiodide was dissolved in DMF (40 mL) and Cs2CO3 was added followed by pyrrolidine (3 mL, 3 mmol). The resulting reaction mixture was stirred rapidly at room temperature for 48 h. The solvent was evaporated and the residue was dissolved in a 3:1 mixture of CHCl3/MeOH. The mixture was filtered and the solvent evaporated to give a residue, which was purified by flash silica gel chromatography to give a dark solid. Starting materials: C[SiH](C)C (trimethylsilane), C1(=CC=CC=C1)N=[N+]=[N-] (phenyl azide), CN(CCN(CCN(C)C)C)C (1,1,4,7,7-pentamethyldiethlene triamine), CCCC[N+](CCCC)(CCCC)CCCC.[F-] (TBAF), C1CCOC1 (THF). Reagents/catalysts: [Cu]I (CuI). Conditions: time 20 hour. Product: O1C(=CC=C1)C=1N=NN(C1)C1=CC=CC=C1 (4-(furan-2-yl)-1-phenyl-1H-1,2,3-triazole). Yield: 62.2%. As a reaction SMILES: C[SiH](C)C.[C:5]1([N:11]=[N+:12]=[N-:13])[CH:10]=[CH:9][CH:8]=[CH:7][CH:6]=1.CN(C)CCN(C)[CH2:19][CH2:20]N(C)C.CCCC[N+](CCCC)(CCCC)CCCC.[F-].[CH2:44]1[CH2:48][O:47][CH2:46][CH2:45]1>[Cu]I>[O:47]1[CH:48]=[CH:44][CH:45]=[C:46]1[C:19]1[N:13]=[N:12][N:11]([C:5]2[CH:10]=[CH:9][CH:8]=[CH:7][CH:6]=2)[CH:20]=1 |f:3.4|. Procedure: To a solution of furan-2-ylethynyl)trimethylsilane (100 mg, 0.6097 mmol), phenyl azide (0.5 M solution, 2.42 ml, 1.2195 mmol), and CuI (116.11 mg, 0.6097 mmol) in THF (2 ml) was added 1,1,4,7,7-pentamethyldiethlene triamine (0.254 ml, 1.2195 mmol) and 1M TBAF.3H2O (1.20 ml, 1.2195 mmol). After stirring the reaction mixture for 20 hours at room temperature, it was quenched with saturated ammonium chloride solution and was extracted with ethyl acetate. The combined organic layers were washed with ... Starting materials: ClCCl, OC(=S)Cc1cc(Cl)c(Cl)cc1Cl, O=S(Cl)Cl. Product: S=C(Cl)Cc1cc(Cl)c(Cl)cc1Cl. As a reaction SMILES: [CH2:18]([Cl:19])[Cl:20].[Cl:1][c:2]1[c:3]([CH2:10][C:11](=[S:12])[OH:13])[cH:4][c:5]([Cl:9])[c:6]([Cl:8])[cH:7]1.[S:14]([Cl:15])([Cl:16])=[O:17]>>[Cl:1][c:2]1[c:3]([CH2:10][C:11](=[S:12])[Cl:16])[cH:4][c:5]([Cl:9])[c:6]([Cl:8])[cH:7]1. The reactants are [OH-].[Na+] (sodium hydroxide), [H-].[Na+] (sodium hydride), [H-].[Na+] (sodium hydride), solution, C(CCCCCCCCCCCCCCCCC)N (stearylamine). Reaction conditions: temperature 160 celsius, time 30 minute. Yields the product C(CCCCCCCCCCC)N (laurylamine), C1CO1 (ethylene oxide). RXN SMILES: [H-].[Na+].[OH-:3].[Na+].[CH2:5]([NH2:23])[CH2:6][CH2:7][CH2:8][CH2:9][CH2:10][CH2:11][CH2:12][CH2:13][CH2:14][CH2:15][CH2:16]CCCC[CH2:21][CH3:22]>>[CH2:5]([NH2:23])[CH2:6][CH2:7][CH2:8][CH2:9][CH2:10][CH2:11][CH2:12][CH2:13][CH2:14][CH2:15][CH3:16].[CH2:21]1[O:3][CH2:22]1 |f:0.1,2.3|. Reported procedure: Into a 1-liter autoclave were introduced 300 g of the stearylamine obtained (total amine value: 210.2), an aqueous sodium hydride solution, and a 12% solution of a 50% aqueous sodium hydroxide solution. The amount of the aqueous sodium hydride solution introduced was 0.1 mol% based on the amine. After bubbling with nitrogen gas, the contents were heated to 160° C., and 205 g of ethylene oxide was forced into the autoclave at a rate of 10 g/min at the constant temperature. The amine/ethylene oxid...